Dataset: the Open Reaction Database (ORD), a public repository of structured organic reaction records. Task: describe an organic reaction: reactants, conditions, products, and yield The reactants are CO, CC(C)C=C(c1ccc(S(C)(=O)=O)cc1)c1cc2cc(F)cnc2[nH]1. Product: CC(C)CC(c1ccc(S(C)(=O)=O)cc1)c1cc2cc(F)cnc2[nH]1. RXN SMILES: [CH3:26][OH:27].[F:1][c:2]1[cH:3][c:4]2[c:5]([n:6][cH:7]1)[nH:8][c:9]([C:11](=[CH:12][CH:13]([CH3:14])[CH3:15])[c:16]1[cH:17][cH:18][c:19]([S:22](=[O:23])(=[O:24])[CH3:25])[cH:20][cH:21]1)[cH:10]2>>[F:1][c:2]1[cH:3][c:4]2[c:5]([n:6][cH:7]1)[nH:8][c:9]([CH:11]([CH2:12][CH:13]([CH3:14])[CH3:15])[c:16]1[cH:17][cH:18][c:19]([S:22](=[O:23])(=[O:24])[CH3:25])[cH:20][cH:21]1)[cH:10]2. Reactants: BrC=1C=C(C=NC1)C(=O)C1=CN(C=2N=CN=CC21)[C@@H](COC2OCCCC2)C ((5-bromopyridin-3-yl){7-[(1R)-1-methyl-2-(tetrahydro-2H-pyran-2-yloxy)ethyl]-7H-pyrrolo[2,3-d]pyrimidin-5-yl}methanone), N (ammonia), C(C)(=O)OCC (Ethyl acetate), O (water). The reagents and catalysts are [Cu-]=O (Copper (I) oxide). Solvent: CN1C(CCC1)=O (1-methyl-2-pyrrolidinone). Run at temperature 80 celsius. The product is NC=1C=C(C=NC1)C(=O)C1=CN(C=2N=CN=CC21)[C@@H](COC2OCCCC2)C ((5-Aminopyridin-3-yl){7-[(1R)-1-methyl-2-(tetrahydro-2H-pyran-2-yloxy)ethyl]-7H-pyrrolo[2,3-d]pyrimidin-5-yl}methanone). The yield is 70.0%. RXN SMILES: Br[C:2]1[CH:3]=[C:4]([C:8]([C:10]2[C:18]3[CH:17]=[N:16][CH:15]=[N:14][C:13]=3[N:12]([C@H:19]([CH3:28])[CH2:20][O:21][CH:22]3[CH2:27][CH2:26][CH2:25][CH2:24][O:23]3)[CH:11]=2)=[O:9])[CH:5]=[N:6][CH:7]=1.[NH3:29].C(OCC)(=O)C.O>CN1CCCC1=O.[Cu-]=O>[NH2:29][C:2]1[CH:3]=[C:4]([C:8]([C:10]2[C:18]3[CH:17]=[N:16][CH:15]=[N:14][C:13]=3[N:12]([C@H:19]([CH3:28])[CH2:20][O:21][CH:22]3[CH2:27][CH2:26][CH2:25][CH2:24][O:23]3)[CH:11]=2)=[O:9])[CH:5]=[N:6][CH:7]=1. Reported procedure: Copper (I) oxide (9.2 mg, 0.06 mmol) was added to (5-bromopyridin-3-yl){7-[(1R)-1-methyl-2-(tetrahydro-2H-pyran-2-yloxy)ethyl]-7H-pyrrolo[2,3-d]pyrimidin-5-yl}methanone (285 mg, 0.64 mmol) (see Preparation 26) and concentrated ammonia solution (2 mL) in 1-methyl-2-pyrrolidinone (0.5 mL). The mixture was heated in a sealed vessel at 80° C. for 17 hours. Ethyl acetate (5 mL) and water (5 mL) were added to the reaction mixture and then filtered through a glass fibre filter. The organic phase was dr... The reactants are [C-]#N, [C-]#N, CN(C)C=O, COCc1cc(I)cc(C(=O)OC)c1, CCOC(C)=O, [Zn+2], c1ccc(P(c2ccccc2)(c2ccccc2)[Pd](P(c2ccccc2)(c2ccccc2)c2ccccc2)(P(c2ccccc2)(c2ccccc2)c2ccccc2)P(c2ccccc2)(c2ccccc2)c2ccccc2)cc1. Product: COCc1cc(C#N)cc(C(=O)OC)c1. Reaction SMILES: [C-:26]#[N:27].[C-:29]#[N:30].[CH3:15][N:16]([CH3:17])[CH:18]=[O:19].[CH3:1][O:2][CH2:3][c:4]1[cH:5][c:6]([C:7](=[O:8])[O:9][CH3:10])[cH:11][c:12]([I:14])[cH:13]1.[CH3:20][CH2:21][O:22][C:23](=[O:24])[CH3:25].[Zn+2:28].[cH:31]1[cH:32][cH:33][c:34]([P:35]([Pd:36]([P:37]([c:38]2[cH:39][cH:40][cH:41][cH:42][cH:43]2)([c:44]2[cH:45][cH:46][cH:47][cH:48][cH:49]2)[c:50]2[cH:51][cH:52][cH:53][cH:54][cH:55]2)([P:56]([c:57]2[cH:58][cH:59][cH:60][cH:61][cH:62]2)([c:63]2[cH:64][cH:65][cH:66][cH:67][cH:68]2)[c:69]2[cH:70][cH:71][cH:72][cH:73][cH:74]2)[P:75]([c:76]2[cH:77][cH:78][cH:79][cH:80][cH:81]2)([c:82]2[cH:83][cH:84][cH:85][cH:86][cH:87]2)[c:88]2[cH:89][cH:90][cH:91][cH:92][cH:93]2)([c:94]2[cH:95][cH:96][cH:97][cH:98][cH:99]2)[c:100]2[cH:101][cH:102][cH:103][cH:104][cH:105]2)[cH:106][cH:107]1>>[CH3:1][O:2][CH2:3][c:4]1[cH:5][c:6]([C:7](=[O:8])[O:9][CH3:10])[cH:11][c:12]([C:15]#[N:16])[cH:13]1. The reactants are BrC1=C2C=CN(C2=CC=C1)C1=NC(=NC=C1)NC1CCC(CC1)C(=O)N1CCC(CC1)O ({4-[4-(4-bromo-indol-1-yl)-pyrimidin-2-ylamino]-cyclohexyl}-(4-hydroxy-piperidin-1-yl)-methanone), C1(=CC=CC=C1)B(O)O (benzene-boronic acid), C(=O)([O-])[O-].[Na+].[Na+] (Na2CO3), C1(=CC=CC=C1)C (toluene). The reagents and catalysts are C=1C=CC(=CC1)[P](C=2C=CC=CC2)(C=3C=CC=CC3)[Pd]([P](C=4C=CC=CC4)(C=5C=CC=CC5)C=6C=CC=CC6)([P](C=7C=CC=CC7)(C=8C=CC=CC8)C=9C=CC=CC9)[P](C=1C=CC=CC1)(C=1C=CC=CC1)C=1C=CC=CC1 (Pd(PPh3)4). The solvent is CCO (EtOH), O (water). Reaction conditions: temperature 110 celsius, time 8 hour. Yields the product [NH4+].[OH-].CO (NH4OH MeOH), OC1CCN(CC1)C(=O)C1CCC(CC1)NC1=NC=CC(=N1)N1C=CC2=C(C=CC=C12)C1=CC=CC=C1 ((4-hydroxy-piperidin-1-yl)-{4-[4-(4-phenyl-indol-1-yl)-pyrimidin-2-ylamino]-cyclohexyl}-methanone). Yield: 58.0%. Reaction SMILES: Br[C:2]1[CH:10]=[CH:9][CH:8]=[C:7]2[C:3]=1[CH:4]=[CH:5][N:6]2[C:11]1[CH:16]=[CH:15][N:14]=[C:13]([NH:17][CH:18]2[CH2:23][CH2:22][CH:21]([C:24]([N:26]3[CH2:31][CH2:30][CH:29]([OH:32])[CH2:28][CH2:27]3)=[O:25])[CH2:20][CH2:19]2)[N:12]=1.[C:33]1(B(O)O)[CH:38]=[CH:37][CH:36]=[CH:35][CH:34]=1.[C:42]([O-])([O-])=[O:43].[Na+].[Na+].C1(C)C=CC=CC=1>O.C1C=CC([P]([Pd]([P](C2C=CC=CC=2)(C2C=CC=CC=2)C2C=CC=CC=2)([P](C2C=CC=CC=2)(C2C=CC=CC=2)C2C=CC=CC=2)[P](C2C=CC=CC=2)(C2C=CC=CC=2)C2C=CC=CC=2)(C2C=CC=CC=2)C2C=CC=CC=2)=CC=1.CCO>[NH4+:6].[OH-:25].[CH3:42][OH:43].[OH:32][CH:29]1[CH2:30][CH2:31][N:26]([C:24]([CH:21]2[CH2:20][CH2:19][CH:18]([NH:17][C:13]3[N:12]=[C:11]([N:6]4[C:7]5[C:3](=[C:2]([C:33]6[CH:38]=[CH:37][CH:36]=[CH:35][CH:34]=6)[CH:10]=[CH:9][CH:8]=5)[CH:4]=[CH:5]4)[CH:16]=[CH:15][N:14]=3)[CH2:23][CH2:22]2)=[O:25])[CH2:27][CH2:28]1 |f:2.3.4,9.10.11,^1:59,61,80,99|. Procedure: A mixture of {4-[4-(4-bromo-indol-1-yl)-pyrimidin-2-ylamino]-cyclohexyl}-(4-hydroxy-piperidin-1-yl)-methanone (0.3 g), benzene-boronic acid (0.086 g) and Na2CO3 (2 M aq, 0.9 mL, degassed), toluene (12 mL, degassed) and EtOH (4 mL) was added to a screw cap pressure flask. To this was added Pd(PPh3)4 (0.02 g), the flask sealed, and the mixture stirred overnight at 110° C. The reaction mixture was then diluted with water, extracted in 10% MeOH-DCM, washed with water and brine, dried over Na2SO4, an... The reactants are BrC=1C=C2C(=C(C=NC2=CC1)C(=O)C1CC1)NC=1C=NC=C(C1)CCN1CCCC1 ({6-bromo-4-[5-(2-(pyrrolidin-1-yl)ethyl)pyridin-3-ylamino]quinolin-3-yl}(cyclopropyl)methanone), ClC1=C(C(=CC(=C1)B1OC(C(O1)(C)C)(C)C)Cl)O (2,6-dichloro-4-(4,4,5,5-tetramethyl-1,3,2-dioxaborolan-2-yl)phenol). Product: C1(CC1)C(=O)C=1C=NC2=CC=C(C=C2C1NC=1C=NC=C(C1)CCN1CCCC1)C1=CC(=C(C(=C1)Cl)O)Cl (Cyclopropyl{6-(3,5-dichloro-4-hydroxyphenyl)-4-[5-(2-(pyrrolidin-1-yl)ethyl)pyridin-3-ylamino]quinolin-3-yl}methanone). Yield: 45.7%. RXN SMILES: Br[C:2]1[CH:3]=[C:4]2[C:9](=[CH:10][CH:11]=1)[N:8]=[CH:7][C:6]([C:12]([CH:14]1[CH2:16][CH2:15]1)=[O:13])=[C:5]2[NH:17][C:18]1[CH:19]=[N:20][CH:21]=[C:22]([CH2:24][CH2:25][N:26]2[CH2:30][CH2:29][CH2:28][CH2:27]2)[CH:23]=1.[Cl:31][C:32]1[CH:37]=[C:36](B2OC(C)(C)C(C)(C)O2)[CH:35]=[C:34]([Cl:47])[C:33]=1[OH:48]>>[CH:14]1([C:12]([C:6]2[CH:7]=[N:8][C:9]3[C:4]([C:5]=2[NH:17][C:18]2[CH:19]=[N:20][CH:21]=[C:22]([CH2:24][CH2:25][N:26]4[CH2:27][CH2:28][CH2:29][CH2:30]4)[CH:23]=2)=[CH:3][C:2]([C:36]2[CH:37]=[C:32]([Cl:31])[C:33]([OH:48])=[C:34]([Cl:47])[CH:35]=2)=[CH:11][CH:10]=3)=[O:13])[CH2:15][CH2:16]1. Procedure details: Following general procedure A-1, {6-bromo-4-[5-(2-(pyrrolidin-1-yl)ethyl)pyridin-3-ylamino]quinolin-3-yl}(cyclopropyl)methanone (54 mg, 0.116 mmol) was reacted with 2,6-dichloro-4-(4,4,5,5-tetramethyl-1,3,2-dioxaborolan-2-yl)phenol (50 mg, 0.174 mmol) to afford the desired product (29 mg, 46%) as a yellow solid: 1H NMR (500 MHz, CD3OD+TFA-d) δ 9.36 (s, 1H), 8.64 (dd, J=16.9, 2.1 Hz, 2H), 8.32 (dd, J=8.8, 2.0 Hz, 1H), 8.17 (d, J=2.0 Hz, 1H), 8.11 (d, J=8.8 Hz, 1H), 7.99 (t, J=2.0 Hz, 1H), 7.43 (s... The solvent is CO.C(Cl)Cl (methanol CH2Cl2), CO (methanol). Reactants: [Cl-].[NH4+] (ammonium chloride), ClC1=CC=C(C=C1)C1=CC2=C(C(N(C=C2)C=2C=NC(=CC2)OC2CCNCC2)=O)S1 (2-(4-chloro-phenyl)-6-[6-(piperidin-4-yloxy)-pyridin-3-yl]-6H-thieno[2,3-c]pyridin-7-one), C(#N)[BH3-].[Na+] (sodium cyanoborohydride), C(C)(=O)O (acetic acid), C=O (formaldehyde), [NH4+].[Cl-] (NH4Cl). Yield: 187.9%. RXN SMILES: [Cl:1][C:2]1[CH:7]=[CH:6][C:5]([C:8]2[S:30][C:11]3[C:12](=[O:29])[N:13]([C:16]4[CH:17]=[N:18][C:19]([O:22][CH:23]5[CH2:28][CH2:27][NH:26][CH2:25][CH2:24]5)=[CH:20][CH:21]=4)[CH:14]=[CH:15][C:10]=3[CH:9]=2)=[CH:4][CH:3]=1.[C:31](O)(=O)C.C=O.C([BH3-])#N.[Na+].[Cl-].[NH4+]>CO.CO.C(Cl)Cl>[ClH:1].[Cl:1][C:2]1[CH:3]=[CH:4][C:5]([C:8]2[S:30][C:11]3[C:12](=[O:29])[N:13]([C:16]4[CH:17]=[N:18][C:19]([O:22][CH:23]5[CH2:28][CH2:27][N:26]([CH3:31])[CH2:25][CH2:24]5)=[CH:20][CH:21]=4)[CH:14]=[CH:15][C:10]=3[CH:9]=2)=[CH:6][CH:7]=1 |f:3.4,5.6,8.9,10.11|. Product: Cl.ClC1=CC=C(C=C1)C1=CC2=C(C(N(C=C2)C=2C=NC(=CC2)OC2CCN(CC2)C)=O)S1 (2-(4-Chloro-phenyl)-6-[6-(1-methyl-piperidin-4-yloxy)-pyridin-3-yl]-6H-thieno[2,3-c]pyridin-7-one, hydrochloride). Procedure details: Combine 2-(4-chloro-phenyl)-6-[6-(piperidin-4-yloxy)-pyridin-3-yl]-6H-thieno[2,3-c]pyridin-7-one (500 mg, 1.14 mmol) with acetic acid (0.33 mL, 5.71 mmol) in methanol (40 mL). Cool to 0° C., add formaldehyde (0.25 mL, 3.42 mmol, 37% aqueous solution) and stir for 5 min. Then add sodium cyanoborohydride (179 mg, 2.85 mmol) and warm the reaction to RT with stirring overnight. Concentrate the solution in vacuo and dilute with dichloromethane, saturated aqueous NaHCO3, and water. Separate the organi... Run at temperature 0 celsius, time 5 minute. The reactants are CC(=O)O, CN, O=C(O)CCC(=O)c1ccc(Cl)c([N+](=O)[O-])c1, O. Yields the product CNc1ccc(C(=O)CCC(=O)O)cc1[N+](=O)[O-]. As a reaction SMILES: [CH3:18][C:19](=[O:20])[OH:21].[CH3:22][NH2:23].[Cl:1][c:2]1[c:3]([N+:15](=[O:16])[O-:17])[cH:4][c:5]([C:8]([CH2:9][CH2:10][C:11](=[O:12])[OH:13])=[O:14])[cH:6][cH:7]1.[OH2:24]>>[c:2]1([NH:23][CH3:22])[c:3]([N+:15](=[O:16])[O-:17])[cH:4][c:5]([C:8]([CH2:9][CH2:10][C:11](=[O:12])[OH:13])=[O:14])[cH:6][cH:7]1.